This data is from the Open Reaction Database (ORD), a public repository of structured organic reaction records. The task is: describe an organic reaction: reactants, conditions, products, and yield Starting materials: NC(=O)N1C(=O)C=CC1=O, CC(C)O. Yields the product CC(C)OC(=O)C=CC(=O)NC(N)=O. Reaction SMILES: [C:1]([NH2:2])(=[O:3])[N:4]1[C:5](=[O:10])[CH:6]=[CH:7][C:8]1=[O:9].[CH:11]([CH3:12])([CH3:13])[OH:14]>>[C:1]([NH2:2])(=[O:3])[NH:4][C:5]([CH:6]=[CH:7][C:8](=[O:9])[O:14][CH:11]([CH3:12])[CH3:13])=[O:10]. Reactants: OCC=1C=C(C=C(C1)C(C#N)(C)C)C(C#N)(C)C (2,2'-(5-hydroxymethyl-1,3-phenylene)di(2-methylpropiononitrile)), [Cr](=O)(=O)([O-])Cl.[NH+]1=CC=CC=C1 (pyridinium chlorochromate). The solvent is ClCCl (dichloromethane). Reaction conditions: time 1.5 hour. Yields the product C(=O)C=1C=C(C=C(C1)C(C#N)(C)C)C(C#N)(C)C (2,2'-(5-formyl-1,3-phenylene)di(2-methylpropiononitrile)). As a reaction SMILES: [OH:1][CH2:2][C:3]1[CH:4]=[C:5]([C:14]([CH3:18])([CH3:17])[C:15]#[N:16])[CH:6]=[C:7]([C:9]([CH3:13])([CH3:12])[C:10]#[N:11])[CH:8]=1.[Cr](Cl)([O-])(=O)=O.[NH+]1C=CC=CC=1>ClCCl>[CH:2]([C:3]1[CH:8]=[C:7]([C:9]([CH3:13])([CH3:12])[C:10]#[N:11])[CH:6]=[C:5]([C:14]([CH3:18])([CH3:17])[C:15]#[N:16])[CH:4]=1)=[O:1] |f:1.2|. Procedure: A solution of 2,2'-(5-hydroxymethyl-1,3-phenylene)di(2-methylpropiononitrile), (1.9 g), in dichloromethane (20 ml) was treated with pyridinium chlorochromate (2.15 g) and stirred at room temperature for 1.5 h. The reaction mixture was subjected to flash column chromatography, eluting with dichloromethane, to give 2,2'-(5-formyl-1,3-phenylene)di(2-methylpropiononitrile), mp. 145°-147°.